From a dataset of the Open Reaction Database (ORD), a public repository of structured organic reaction records. describe an organic reaction: reactants, conditions, products, and yield Starting materials: ClC1=C(C=NC=2N1N=CC2C(=O)OCC)C(=O)N2CCC1(CC2)COC2=C1C(=CC=C2)F (7-chloro-3-ethoxycarbonyl-6-(4-fluoro-2H-spiro[benzofuran-3,4′-piperidine]-1′-ylcarbonyl)pyrazolo[1,5-a]pyrimidine), FC1=CC(=C(N)C=C1)C (4-fluoro-2-methylaniline). Yields the product C(C)OC(=O)C=1C=NN2C1N=CC(=C2NC2=C(C=C(C=C2)F)C)C(=O)N2CCC1(CC2)COC2=C1C(=CC=C2)F (3-Ethoxycarbonyl-7-(4-fluoro-2-methylphenylamino)-6-(4-fluoro-2H-spiro[benzofuran-3,4′-piperidine]-1′-ylcarbonyl)pyrazolo[1,5-a]pyrimidine). Isolated yield 17.2%. RXN SMILES: Cl[C:2]1[N:7]2[N:8]=[CH:9][C:10]([C:11]([O:13][CH2:14][CH3:15])=[O:12])=[C:6]2[N:5]=[CH:4][C:3]=1[C:16]([N:18]1[CH2:23][CH2:22][C:21]2([C:27]3[C:28]([F:32])=[CH:29][CH:30]=[CH:31][C:26]=3[O:25][CH2:24]2)[CH2:20][CH2:19]1)=[O:17].[F:33][C:34]1[CH:40]=[CH:39][C:37]([NH2:38])=[C:36]([CH3:41])[CH:35]=1>>[CH2:14]([O:13][C:11]([C:10]1[CH:9]=[N:8][N:7]2[C:2]([NH:38][C:37]3[CH:39]=[CH:40][C:34]([F:33])=[CH:35][C:36]=3[CH3:41])=[C:3]([C:16]([N:18]3[CH2:23][CH2:22][C:21]4([C:27]5[C:28]([F:32])=[CH:29][CH:30]=[CH:31][C:26]=5[O:25][CH2:24]4)[CH2:20][CH2:19]3)=[O:17])[CH:4]=[N:5][C:6]=12)=[O:12])[CH3:15]. Procedure: In the same manner as in Example 19, step 5 and using 7-chloro-3-ethoxycarbonyl-6-(4-fluoro-2H-spiro[benzofuran-3,4′-piperidine]-1′-ylcarbonyl)pyrazolo[1,5-a]pyrimidine (0.171 g, 0.372 mmol) obtained in step 2 and 4-fluoro-2-methylaniline (0.050 mL, 0.446 mmol), the title compound (0.035 g, 17%) was obtained.